The task is: describe an organic reaction: reactants, conditions, products, and yield. This data is from the Open Reaction Database (ORD), a public repository of structured organic reaction records. Reactants: C(C)OC(=O)C1=C(C2=C(C(=N1)Br)N=C(S2)C2=CC=CC=C2)O (4-bromo-7-hydroxy-2-phenyl-thiazolo[4,5-c]pyridine-6-carboxylic acid ethyl ester), C(C(C)=C)[Sn](CCCC)(CCCC)CCCC (methallyltri-n-butyltin). The reagents and catalysts are Cl[Pd]([P](C1=CC=CC=C1)(C2=CC=CC=C2)C3=CC=CC=C3)([P](C4=CC=CC=C4)(C5=CC=CC=C5)C6=CC=CC=C6)Cl (bis(triphenylphosphine)palladium(II) dichloride). Run in CN(C=O)C (dimethylformamide). Reaction conditions: temperature 130 celsius, time 45 minute. The product is C(C)OC(=O)C1=C(C2=C(C(=N1)CC(=C)C)N=C(S2)C2=CC=CC=C2)O (7-Hydroxy-4-(2-methyl-allyl)-2-phenyl-thiazolo[4,5-c]pyridine-6-carboxylic acid ethyl ester). The yield is 45.1%. As a reaction SMILES: [CH2:1]([O:3][C:4]([C:6]1[N:11]=[C:10](Br)[C:9]2[N:13]=[C:14]([C:16]3[CH:21]=[CH:20][CH:19]=[CH:18][CH:17]=3)[S:15][C:8]=2[C:7]=1[OH:22])=[O:5])[CH3:2].[CH2:23]([Sn](CCCC)(CCCC)CCCC)[C:24](=[CH2:26])[CH3:25]>CN(C)C=O.Cl[Pd](Cl)([P](C1C=CC=CC=1)(C1C=CC=CC=1)C1C=CC=CC=1)[P](C1C=CC=CC=1)(C1C=CC=CC=1)C1C=CC=CC=1>[CH2:1]([O:3][C:4]([C:6]1[N:11]=[C:10]([CH2:25][C:24]([CH3:26])=[CH2:23])[C:9]2[N:13]=[C:14]([C:16]3[CH:21]=[CH:20][CH:19]=[CH:18][CH:17]=3)[S:15][C:8]=2[C:7]=1[OH:22])=[O:5])[CH3:2] |^1:47,66|. Procedure details: A mixture of 4-bromo-7-hydroxy-2-phenyl-thiazolo[4,5-c]pyridine-6-carboxylic acid ethyl ester (301.5 mg, 0.80 mmole), methallyltri-n-butyltin (529 μl, 1.60 mmole) and bis(triphenylphosphine)palladium(II) dichloride (56 mg, 0.08 mmole) in dimethylformamide (4 ml) was stirred at 130° C. for 45 min before it was cooled to room temperature, quenched with water, filtered. The filtrate was partitioned between ethyl acetate and water. The organic layer was washed with brine, dried over anhydrous sodium... Reactants: O=C([O-])[O-], CO, COC(=O)Oc1cc(N2C(=O)OC(=C(C)C)C2=O)c(Cl)cc1Cl, COC(=O)Oc1cc([N+](=O)[O-])c(Cl)cc1Cl, [K+], [K+]. The product is CC(C)=C1OC(=O)N(c2cc(O)c(Cl)cc2Cl)C1=O. As a reaction SMILES: [C:40](=[O:41])([O-:42])[O-:43].[CH3:46][OH:47].[Cl:1][c:2]1[c:3]([N:14]2[C:15](=[O:23])[O:16][C:17](=[C:20]([CH3:21])[CH3:22])[C:18]2=[O:19])[cH:4][c:5]([O:9][C:10]([O:11][CH3:12])=[O:13])[c:6]([Cl:8])[cH:7]1.[Cl:24][c:25]1[cH:26][c:27]([Cl:28])[c:29]([O:30][C:31]([O:32][CH3:33])=[O:34])[cH:35][c:36]1[N+:37]([O-:38])=[O:39].[K+:44].[K+:45]>>[Cl:1][c:2]1[c:3]([N:14]2[C:15](=[O:23])[O:16][C:17](=[C:20]([CH3:21])[CH3:22])[C:18]2=[O:19])[cH:4][c:5]([OH:9])[c:6]([Cl:8])[cH:7]1.